From a dataset of the Open Reaction Database (ORD), a public repository of structured organic reaction records. describe an organic reaction: reactants, conditions, products, and yield The reactants are C(N)([O-])=O (carbamate), C(C)(C)(C)OC(=O)N1CC2(CC1)CN(CC2)C2=C(C=C(C=C2)N2C(C1=CC=C(C=C1C=C2)OCC2CC2)=O)F (7-[4-(6-cyclopropylmethoxy-1-oxo-1H-isoquinolin-2-yl)-2-fluorophenyl]-2,7-diaza-spiro[4.4]nonane-2-carboxylic acid tert-butyl ester). Product: C1(CC1)COC=1C=C2C=CN(C(C2=CC1)=O)C1=CC(=C(C=C1)N1CC2(CC1)CNCC2)F (6-Cyclopropylmethoxy-2-[4-(2,7-diaza-spiro[4.4]non-2-yl)-3-fluorophenyl]-2H-isoquinolin-1-one). As a reaction SMILES: C(=O)([O-])N.C(OC([N:12]1[CH2:16][CH2:15][C:14]2([CH2:20][CH2:19][N:18]([C:21]3[CH:26]=[CH:25][C:24]([N:27]4[CH:36]=[CH:35][C:34]5[C:29](=[CH:30][CH:31]=[C:32]([O:37][CH2:38][CH:39]6[CH2:41][CH2:40]6)[CH:33]=5)[C:28]4=[O:42])=[CH:23][C:22]=3[F:43])[CH2:17]2)[CH2:13]1)=O)(C)(C)C>>[CH:39]1([CH2:38][O:37][C:32]2[CH:33]=[C:34]3[C:29](=[CH:30][CH:31]=2)[C:28](=[O:42])[N:27]([C:24]2[CH:25]=[CH:26][C:21]([N:18]4[CH2:19][CH2:20][C:14]5([CH2:15][CH2:16][NH:12][CH2:13]5)[CH2:17]4)=[C:22]([F:43])[CH:23]=2)[CH:36]=[CH:35]3)[CH2:41][CH2:40]1. Reported procedure: According to Method H, the carbamate was cleaved to 7-[4-(6-cyclopropylmethoxy-1-oxo-1H-isoquinolin-2-yl)-2-fluorophenyl]-2,7-diaza-spiro[4.4]nonane-2-carboxylic acid tert-butyl ester. In this way the product was obtained with molecular weight 433.53 (C26H28FN3O2); MS (ESI): 434 (M+H+). Starting materials: COC(C(=CN(C)C)C=1SC(=NN1)C(F)(F)F)=O (3-(Dimethylamino)-2-[5-(trifluoromethyl)-1,3,4-thiadiazol-2-yl]acrylic acid methyl ester), N(N)C1=CC(=NC=N1)N1CCOCC1 (4-(6-Hydrazinopyrimidin-4-yl)morpholine), C12(C(=O)CC(CC1)C2(C)C)CS(=O)(=O)O (camphor-10-sulfonic acid). The solvent is CO (methanol). Product: N1(CCOCC1)C1=CC(=NC=N1)N1NC=C(C1=O)C=1SC(=NN1)C(F)(F)F (2-(6-Morpholin-4-yl-pyrimidin-4-yl)-4-[5-(trifluoromethyl)-1,3,4-thiadiazol-2-yl]-1,2-dihydro-3H-pyrazol-3-one). As a reaction SMILES: CO[C:3](=[O:18])[C:4]([C:9]1[S:10][C:11]([C:14]([F:17])([F:16])[F:15])=[N:12][N:13]=1)=[CH:5][N:6](C)C.[NH:19]([C:21]1[N:26]=[CH:25][N:24]=[C:23]([N:27]2[CH2:32][CH2:31][O:30][CH2:29][CH2:28]2)[CH:22]=1)N.C12(CS(O)(=O)=O)C(C)(C)C(CC1)CC2=O>CO>[N:27]1([C:23]2[N:24]=[CH:25][N:26]=[C:21]([N:19]3[C:3](=[O:18])[C:4]([C:9]4[S:10][C:11]([C:14]([F:15])([F:16])[F:17])=[N:12][N:13]=4)=[CH:5][NH:6]3)[CH:22]=2)[CH2:28][CH2:29][O:30][CH2:31][CH2:32]1. Procedure: 2.43 g (8.62 mmol) of the compound from Example 2A, 1.53 g of the compound from Example 16A and 182 mg (784 μmol) camphor-10-sulfonic acid are dissolved in 35 ml anhydrous methanol and the mixture is heated under reflux overnight. After cooling, the mixture is concentrated, the residue is taken up again in 325 ml methanol, 0.5 ml (8.62 mmol) of a 25% strength methanolic sodium methylate solution is added and the mixture is heated again under reflux overnight. After cooling, the precipitate forme... The reactants are CO (Methanol), BrC1=C2C=CC=NC2=CC(=C1OC)C (5-bromo-6-methoxy-7-methylquinoline), B(Br)(Br)Br (BBr3). The solvent is C(Cl)Cl (DCM), C(Cl)Cl (DCM). Reaction conditions: temperature 0 celsius, time 3 hour. The product is BrC1=C2C=CC=NC2=CC(=C1O)C (5-bromo-7-methylquinolin-6-ol). The yield is 81.4%. RXN SMILES: [Br:1][C:2]1[C:11]([O:12]C)=[C:10]([CH3:14])[CH:9]=[C:8]2[C:3]=1[CH:4]=[CH:5][CH:6]=[N:7]2.B(Br)(Br)Br.CO>C(Cl)Cl>[Br:1][C:2]1[C:11]([OH:12])=[C:10]([CH3:14])[CH:9]=[C:8]2[C:3]=1[CH:4]=[CH:5][CH:6]=[N:7]2. Procedure: To the solution of 5-bromo-6-methoxy-7-methylquinoline (6.5 g, 25.8 mmol) in DCM (150 mL) was added BBr3 slowly (77.3 mL, 1.0 M in DCM, 77.3 mmol). The mixture was stirred for 3 hours and cooled to 0° C. Methanol (40 mL) was added slowly and the mixture was stirred for 20 minutes. The solvents were removed under reduced pressure. The solid was dissolved in methanol (100 mL) and was treated with 1.0 N sodium hydroxide solution (50 mL) (pH ˜12). The mixture was stirred for 12 hours and acetic acid... Reactants: C1(=CC=CC=C1)S(=O)(=O)N1C(=CC=2C1=NC=C(C2)OC)C(=CC2CCCCC2)C2=CC=C(C=C2)S(=O)(=O)C (1-benzenesulfonyl-2-[2-cyclohexyl-1-(4-methanesulfonyl-phenyl)-vinyl]-5-methoxy-1H-pyrrolo[2,3-b]pyridine), [F-].C(CCC)[N+](CCCC)(CCCC)CCCC (tetrabutylammonium fluoride). Solvent: C(C)(=O)OCC (ethyl acetate), O1CCCC1 (tetrahydrofuran), O1CCCC1 (tetrahydrofuran). The product is C1(CCCCC1)C=C(C1=CC=C(C=C1)S(=O)(=O)C)C1=CC=2C(=NC=C(C2)OC)N1 (2-[2-cyclohexyl-1-(4-methanesulfonyl-phenyl)-vinyl]-5-methoxy-1H-pyrrolo[2,3-b]pyridine). The yield is 81.2%. RXN SMILES: C1(S([N:10]2[C:14]3=[N:15][CH:16]=[C:17]([O:19][CH3:20])[CH:18]=[C:13]3[CH:12]=[C:11]2[C:21]([C:29]2[CH:34]=[CH:33][C:32]([S:35]([CH3:38])(=[O:37])=[O:36])=[CH:31][CH:30]=2)=[CH:22][CH:23]2[CH2:28][CH2:27][CH2:26][CH2:25][CH2:24]2)(=O)=O)C=CC=CC=1.[F-].C([N+](CCCC)(CCCC)CCCC)CCC>O1CCCC1.C(OCC)(=O)C>[CH:23]1([CH:22]=[C:21]([C:11]2[NH:10][C:14]3=[N:15][CH:16]=[C:17]([O:19][CH3:20])[CH:18]=[C:13]3[CH:12]=2)[C:29]2[CH:34]=[CH:33][C:32]([S:35]([CH3:38])(=[O:37])=[O:36])=[CH:31][CH:30]=2)[CH2:28][CH2:27][CH2:26][CH2:25][CH2:24]1 |f:1.2|. Reported procedure: A solution of 1-benzenesulfonyl-2-[2-cyclohexyl-1-(4-methanesulfonyl-phenyl)-vinyl]-5-methoxy-1H-pyrrolo[2,3-b]pyridine (130 mg, 0.24 mmol) in tetrahydrofuran (0.5 mL) and a tetrabutylammonium fluoride solution in tetrahydrofuran (1 M, 2 mL, 2 mmol) was stirred at room temperature for 12 h. The mixture was then diluted with ethyl acetate (150 mL) and washed with a saturated aqueous ammonium chloride solution, brine, dried over anhydrous sodium sulfate and then concentrated in vacuo to afford 2-[... Starting materials: O=C=O, OCC(O)CO, CCCCCc1cc(O)cc(O)c1. Product: CCCCCc1cc(O)c(C(=O)O)c(O)c1. As a reaction SMILES: [C:14](=[O:15])=[O:16].[OH:17][CH2:18][CH:19]([CH2:20][OH:21])[OH:22].[c:1]1([OH:13])[cH:2][c:3]([OH:4])[cH:5][c:6]([CH2:7][CH2:8][CH2:9][CH2:10][CH3:11])[cH:12]1>>[c:1]1([OH:13])[c:2]([C:14](=[O:15])[OH:16])[c:3]([OH:4])[cH:5][c:6]([CH2:7][CH2:8][CH2:9][CH2:10][CH3:11])[cH:12]1. The reactants are BrC=1C=C2C=CNC2=C(C1)C(=O)O (5-bromo-1H-indole-7-carboxylic acid), C(C)(C)(C)C1=CC=C(CNCCC2=CC(=CC=C2)C(F)(F)F)C=C1 ((4-tert-butyl-benzyl)-[2-(3-trifluoromethyl-phenyl)-ethyl]-amine), CN1CCOCC1 (N-methylmorpholine), CN(C)C(=[N+](C)C)ON1C2=C(C=CC=C2)N=N1.[B-](F)(F)(F)F (TBTU). Solvent: CN(C)C=O (DMF), O (water). Run at time 17 hour. The product is C(C)(C)(C)C1=CC=C(CN(C(=O)C=2C=C(C=C3C=CNC23)Br)CCC2=CC(=CC=C2)C(F)(F)F)C=C1 (5-Bromo-1H-indole-7-carboxylic acid (4-tert-butyl-benzyl)-[2-(3-trifluoromethyl-phenyl)-ethyl]-amide). The yield is 90.9%. As a reaction SMILES: [Br:1][C:2]1[CH:3]=[C:4]2[C:8](=[C:9]([C:11]([OH:13])=O)[CH:10]=1)[NH:7][CH:6]=[CH:5]2.[C:14]([C:18]1[CH:37]=[CH:36][C:21]([CH2:22][NH:23][CH2:24][CH2:25][C:26]2[CH:31]=[CH:30][CH:29]=[C:28]([C:32]([F:35])([F:34])[F:33])[CH:27]=2)=[CH:20][CH:19]=1)([CH3:17])([CH3:16])[CH3:15].CN1CCOCC1.CN(C(ON1N=NC2C=CC=CC1=2)=[N+](C)C)C.[B-](F)(F)(F)F>CN(C=O)C.O>[C:14]([C:18]1[CH:37]=[CH:36][C:21]([CH2:22][N:23]([CH2:24][CH2:25][C:26]2[CH:31]=[CH:30][CH:29]=[C:28]([C:32]([F:35])([F:33])[F:34])[CH:27]=2)[C:11]([C:9]2[CH:10]=[C:2]([Br:1])[CH:3]=[C:4]3[C:8]=2[NH:7][CH:6]=[CH:5]3)=[O:13])=[CH:20][CH:19]=1)([CH3:17])([CH3:15])[CH3:16] |f:3.4|. Procedure: To a solution of 80 mg (0.3 mmol) 5-bromo-1H-indole-7-carboxylic acid and 112 mg (0.33 mmol) (4-tert-butyl-benzyl)-[2-(3-trifluoromethyl-phenyl)-ethyl]-amine in 3 ml DMF, were added 0.1 ml (0.91 mmol) of N-methylmorpholine and 173 mg of TBTU (0.45 mmol) at rt. After stirring for 17 h at rt, the reaction mixture was diluted with 33 ml water and extracted with EtOAc (2×). The combined organic phases were washed with water and brine, dried with magnesium sulfate, filtered and concentrated in vacuo....